This data is from the Open Reaction Database (ORD), a public repository of structured organic reaction records. The task is: describe an organic reaction: reactants, conditions, products, and yield Starting materials: NC1C(N(C2=C(C(=N1)C1=CC=CC=C1)C=CC=C2)C)=O (3(R,S)-amino-1,3-dihydro-1-methyl-5-phenyl-2H-1,4-benzodiazepin-2-one), C(C)(C)(C)N=C=O (t-butylisocyanate). The solvent is O1CCCC1 (tetrahydrofuran). Reaction conditions: time 8 hour. Yields the product CN1C(C(N=C(C2=C1C=CC=C2)C2=CC=CC=C2)NC(=O)NC(C)(C)C)=O (N-(2,3-Dihydro-1-methyl-2-oxo-5-phenyl-1H-1,4-benzodiazepin-3-yl)-N'-(1,1-dimethylethyl)-urea). RXN SMILES: [NH2:1][CH:2]1[N:8]=[C:7]([C:9]2[CH:14]=[CH:13][CH:12]=[CH:11][CH:10]=2)[C:6]2[CH:15]=[CH:16][CH:17]=[CH:18][C:5]=2[N:4]([CH3:19])[C:3]1=[O:20].[C:21]([N:25]=[C:26]=[O:27])([CH3:24])([CH3:23])[CH3:22]>O1CCCC1>[CH3:19][N:4]1[C:5]2[CH:18]=[CH:17][CH:16]=[CH:15][C:6]=2[C:7]([C:9]2[CH:14]=[CH:13][CH:12]=[CH:11][CH:10]=2)=[N:8][CH:2]([NH:1][C:26]([NH:25][C:21]([CH3:24])([CH3:23])[CH3:22])=[O:27])[C:3]1=[O:20]. Procedure: Equimolar amounts of 3(R,S)-amino-1,3-dihydro-1-methyl-5-phenyl-2H-1,4-benzodiazepin-2-one and t-butylisocyanate were mixed in 8 ml of dry tetrahydrofuran at room temperature. The reaction mixture was allowed to stand for 8 hours and was then filtered. The collected solids were washed with tetrahydrofuran and dried in vacuo over P2O5 to give the analytical product: m.p. 281°-282° C. Starting materials: N1=C(C=NC2=CC=CC=C12)N1CCC2(CCCNC2=O)CC1 (9-quinoxalin-2-yl-2,9-diaza-spiro[5.5]undecan-1-one), C1CCOC1 (THF), BrCC1=CC=CC=2OCCOC21 (5-bromomethyl-2,3-dihydro-benzo[1,4]dioxin). The solvent is [NH4+].[Cl-] (NH4Cl). Conditions: temperature 50 celsius, time 20 minute. The product is O1C2=C(OCC1)C(=CC=C2)CN2C(C1(CCC2)CCN(CC1)C1=NC2=CC=CC=C2N=C1)=O (2-((2,3-dihydrobenzo[b][1,4]dioxin-5-yl)methyl)-9-(quinoxalin-2-yl)-2,9-diazaspiro[5.5]undecan-1-one). Isolated yield 79.9%. Reaction SMILES: [N:1]1[C:10]2[C:5](=[CH:6][CH:7]=[CH:8][CH:9]=2)[N:4]=[CH:3][C:2]=1[N:11]1[CH2:22][CH2:21][C:14]2([C:19](=[O:20])[NH:18][CH2:17][CH2:16][CH2:15]2)[CH2:13][CH2:12]1.C1COCC1.Br[CH2:29][C:30]1[C:39]2[O:38][CH2:37][CH2:36][O:35][C:34]=2[CH:33]=[CH:32][CH:31]=1>[NH4+].[Cl-]>[O:35]1[CH2:36][CH2:37][O:38][C:39]2[C:30]([CH2:29][N:18]3[CH2:17][CH2:16][CH2:15][C:14]4([CH2:21][CH2:22][N:11]([C:2]5[CH:3]=[N:4][C:5]6[C:10](=[CH:9][CH:8]=[CH:7][CH:6]=6)[N:1]=5)[CH2:12][CH2:13]4)[C:19]3=[O:20])=[CH:31][CH:32]=[CH:33][C:34]1=2 |f:3.4|. Procedure: To a solution of 9-quinoxalin-2-yl-2,9-diaza-spiro[5.5]undecan-1-one (50 mg, 0.169 mmol) in THF (2 ml) sodium hydride 95% (6.07 mg, 0.253 mmol) was added and the mixture was stirred for 20 min. Then 5-bromomethyl-2,3-dihydro-benzo[1,4]dioxin (77 mg, 0.337 mmol) was added and the reaction mixture was heated at 50° C. over 18 h. Saturated aqueous NH4Cl solution (50 ml) was added and the reaction mixture was extracted with methylene chloride. The organic layer was dried over Na2SO4, filtered and co... Starting materials: C(C)(C)N(CC)C(C)C (diisopropylethylamine), C(C=1C(=CC=CC1)OC)(=O)Cl (o-anisoyl chloride), Cl.CN (methylamine hydrochloride). The solvent is O1CCCC1 (tetrahydrofuran). Run at time 1 hour. The product is CNC(C1=C(C=CC=C1)OC)=O (N-methyl-2-methoxybenzamide). As a reaction SMILES: [C:1](Cl)(=[O:10])[C:2]1[C:3]([O:8][CH3:9])=[CH:4][CH:5]=[CH:6][CH:7]=1.[CH:12]([N:15](C(C)C)CC)(C)C.Cl.CN>O1CCCC1>[CH3:12][NH:15][C:1](=[O:10])[C:2]1[CH:7]=[CH:6][CH:5]=[CH:4][C:3]=1[O:8][CH3:9] |f:2.3|. Procedure details: Combine o-anisoyl chloride (2-methoxybenzoyl chloride) (2.9 g, 17.0 mmol) and tetrahydrofuran (170 mL) and cool to 0° C. Add diisopropylethylamine (5.92 mL, 34 mmol). Add methylamine hydrochloride (1.26 g, 18.7 mmol). Allow to stir for 1 hour and concentrate in vacuo. Chromatograph on silica gel eluting sequentially with 50% ethyl acetate/hexane to give N-methyl-2-methoxybenzamide: TLC Rf =0.45 (silica gel, 50% ethyl acetate/hexane). Starting materials: CCOCC.CN(C)CC1=CC=C(O1)CCCCCNC(=S)NC (ether N-[5-(5-(dimethylamino)methyl-2-furanyl]pentyl]-N'-methylthiourea), CN=C=S (methylisothiocyanate). RXN SMILES: CCOCC.[CH3:6][N:7]([CH2:9][C:10]1[O:14][C:13]([CH2:15][CH2:16][CH2:17][CH2:18][CH2:19][NH:20][C:21]([NH:23][CH3:24])=[S:22])=[CH:12][CH:11]=1)[CH3:8].CN=C=S>>[CH3:8][N:7]([CH2:9][C:10]1[O:14][C:13]([CH2:15][CH2:16][CH2:17][CH2:18][CH2:19][NH:20][C:21]([NH:23][CH3:24])=[S:22])=[CH:12][CH:11]=1)[CH3:6] |f:0.1|. The product is CN(C)CC1=CC=C(O1)CCCCCNC(=S)NC (N-[5-[5-(Dimethylamino)methyl-2-furanyl]pentyl]-N'-methylthiourea). Reported procedure: Similarly prepared from the corresponding amine and methylisothiocyanate were: